From a dataset of the Open Reaction Database (ORD), a public repository of structured organic reaction records. describe an organic reaction: reactants, conditions, products, and yield The reactants are BrC1=CC(=C(C=C1OCC1=C(C(=CC=C1OC)F)F)[N+](=O)[O-])Cl (4-bromo-2-chloro-5-(2,3-difluoro-6-methoxybenzyloxy)-1-nitrobenzene), C(=C)[Sn](CCCC)(CCCC)CCCC (vinyltri(n-butyl)tin), tetrakis-(triphenylphosphine)palladium(0). Run in C1(=CC=CC=C1)C (toluene). Conditions: time 1 hour. The product is ClC1=C(C=C(C(=C1)C=C)OCC1=C(C(=CC=C1OC)F)F)[N+](=O)[O-] (2-chloro-5-(2,3-difluoro-6-methoxybenzyloxy)-1-nitro-4-vinylbenzene). Reaction SMILES: Br[C:2]1[C:7]([O:8][CH2:9][C:10]2[C:15]([O:16][CH3:17])=[CH:14][CH:13]=[C:12]([F:18])[C:11]=2[F:19])=[CH:6][C:5]([N+:20]([O-:22])=[O:21])=[C:4]([Cl:23])[CH:3]=1.[CH:24]([Sn](CCCC)(CCCC)CCCC)=[CH2:25]>C1(C)C=CC=CC=1>[Cl:23][C:4]1[CH:3]=[C:2]([CH:24]=[CH2:25])[C:7]([O:8][CH2:9][C:10]2[C:15]([O:16][CH3:17])=[CH:14][CH:13]=[C:12]([F:18])[C:11]=2[F:19])=[CH:6][C:5]=1[N+:20]([O-:22])=[O:21]. Reported procedure: To a solution of 4-bromo-2-chloro-5-(2,3-difluoro-6-methoxybenzyloxy)-1-nitrobenzene (3.06 g) in toluene (120 mL) were added vinyltri(n-butyl)tin (2.4 mL) and tetrakis-(triphenylphosphine)palladium(0) (0.87 g), and the reaction mixture was heated at reflux under an argon atmosphere overnight. The reaction mixture was cooled to room temperature, and concentrated under reduced pressure. To the residue were added tetrahydrofuran (30 mL), water (30 mL) and 0.5 mol/L aqueous potassium fluoride soluti... Starting materials: CCN(CC)C1CCN(C(C(=O)OC)c2ccc(C=CC(=O)Nc3ccccc3NC(=O)OC(C)(C)C)cc2)C1, CO, [Li+], [OH-]. The product is CCN(CC)C1CCN(C(C(=O)O)c2ccc(C=CC(=O)Nc3ccccc3NC(=O)OC(C)(C)C)cc2)C1. Reaction SMILES: [CH3:1][O:2][C:3]([CH:4]([N:5]1[CH2:6][CH:7]([N:10]([CH2:11][CH3:12])[CH2:13][CH3:14])[CH2:8][CH2:9]1)[c:15]1[cH:16][cH:17][c:18]([CH:21]=[CH:22][C:23]([NH:24][c:25]2[c:26]([NH:31][C:32](=[O:33])[O:34][C:35]([CH3:36])([CH3:37])[CH3:38])[cH:27][cH:28][cH:29][cH:30]2)=[O:39])[cH:19][cH:20]1)=[O:40].[CH3:43][OH:44].[Li+:42].[OH-:41]>>[O:2]=[C:3]([CH:4]([N:5]1[CH2:6][CH:7]([N:10]([CH2:11][CH3:12])[CH2:13][CH3:14])[CH2:8][CH2:9]1)[c:15]1[cH:16][cH:17][c:18]([CH:21]=[CH:22][C:23]([NH:24][c:25]2[c:26]([NH:31][C:32](=[O:33])[O:34][C:35]([CH3:36])([CH3:37])[CH3:38])[cH:27][cH:28][cH:29][cH:30]2)=[O:39])[cH:19][cH:20]1)[OH:40]. Procedure details: A mixture of 5-(2-fluoro-4-methanesulfonyl-phenyl)-2-piperidin-4-yl-furo[2,3-c]pyridine (70 mg), 2-chloro-5-ethyl-pyrimidine (25 mg), N,N-diisopropyl-ethylamine (67 μL), and N,N-dimethylformamide (1 mL) is stirred at 120° C. for 4 h and then at 100° C. overnight. After cooling to room temperature, water is added and the resulting mixture is extracted with ethyl acetate. The combined extracts are washed with brine, dried (Na2SO4), and concentrated. The residue is chromatographed on silica gel (cy... Solvent: O (water). The reactants are FC1=C(C=CC(=C1)S(=O)(=O)C)C=1C=C2C(=CN1)OC(=C2)C2CCNCC2 (5-(2-fluoro-4-methanesulfonyl-phenyl)-2-piperidin-4-yl-furo[2,3-c]pyridine), ClC1=NC=C(C=N1)CC (2-chloro-5-ethyl-pyrimidine), C(C)(C)N(C(C)C)CC (N,N-diisopropyl-ethylamine), CN(C=O)C (N,N-dimethylformamide). Reaction SMILES: [F:1][C:2]1[CH:7]=[C:6]([S:8]([CH3:11])(=[O:10])=[O:9])[CH:5]=[CH:4][C:3]=1[C:12]1[CH:13]=[C:14]2[CH:20]=[C:19]([CH:21]3[CH2:26][CH2:25][NH:24][CH2:23][CH2:22]3)[O:18][C:15]2=[CH:16][N:17]=1.Cl[C:28]1[N:33]=[CH:32][C:31]([CH2:34][CH3:35])=[CH:30][N:29]=1.C(N(CC)C(C)C)(C)C.CN(C)C=O>O>[CH2:34]([C:31]1[CH:30]=[N:29][C:28]([N:24]2[CH2:25][CH2:26][CH:21]([C:19]3[O:18][C:15]4=[CH:16][N:17]=[C:12]([C:3]5[CH:4]=[CH:5][C:6]([S:8]([CH3:11])(=[O:10])=[O:9])=[CH:7][C:2]=5[F:1])[CH:13]=[C:14]4[CH:20]=3)[CH2:22][CH2:23]2)=[N:33][CH:32]=1)[CH3:35]. Yields the product C(C)C=1C=NC(=NC1)N1CCC(CC1)C1=CC=2C(=CN=C(C2)C2=C(C=C(C=C2)S(=O)(=O)C)F)O1 (2-[1-(5-Ethyl-pyrimidin-2-yl)-piperidin-4-yl]-5-(2-fluoro-4-methanesulfonyl-phenyl)-furo[2,3-c]pyridine). Run at temperature 120 celsius, time 4 hour. Starting materials: BrBr (bromine), CC=1C=CC(=CC1)C (p-xylene), CC=1C=CC(=CC1)C (p-xylene), Br (hydrogen bromide), CC=1C=CC(=CC1)C (p-xylene). Yields the product BrC1=C(C=CC(=C1)C)C (Monobromo-p-Xylene). RXN SMILES: [Br:1]Br.Br.[CH3:4][C:5]1[CH:6]=[CH:7][C:8]([CH3:11])=[CH:9][CH:10]=1>>[Br:1][C:6]1[CH:7]=[C:8]([CH3:11])[CH:9]=[CH:10][C:5]=1[CH3:4]. Procedure details: This experiment was carried out in two successive steps. In the first stage the total p-xylene was divided into two parts and one-half of the p-xylene was added to the reaction vessel with the catalyst. The other half of the p-xylene and the bromine were then added simultaneously but in separate streams to the flask while maintaining the temperature of the reacting mixture at 20°-25°C. When the reaction was completed as evidenced by no further hydrogen bromide evolution, the resulting mixture wa...